Dataset: the Open Reaction Database (ORD), a public repository of structured organic reaction records. Task: describe an organic reaction: reactants, conditions, products, and yield The reactants are COC(=O)Cc1cc2ccc(OCCCCNC(=N)N)cc2n(Cc2ccccc2)c1=O, COC(=O)CC1Cc2ccc(OCCCCNC(=N)N)cc2NC1=O, O=C(O)C(F)(F)F. Yields the product N=C(N)NCCCCOc1ccc2cc(CC(=O)O)c(=O)n(Cc3ccccc3)c2c1. RXN SMILES: [CH3:33][O:34][C:35]([CH2:36][c:37]1[c:38](=[O:63])[n:39]([CH2:56][c:57]2[cH:58][cH:59][cH:60][cH:61][cH:62]2)[c:40]2[cH:41][c:42]([O:47][CH2:48][CH2:49][CH2:50][CH2:51][NH:52][C:53](=[NH:54])[NH2:55])[cH:43][cH:44][c:45]2[cH:46]1)=[O:64].[CH3:8][O:9][C:10](=[O:11])[CH2:12][CH:13]1[CH2:14][c:15]2[c:16]([cH:17][c:18]([O:19][CH2:20][CH2:21][CH2:22][CH2:23][NH:24][C:25]([NH2:26])=[NH:27])[cH:28][cH:29]2)[NH:30][C:31]1=[O:32].[F:1][C:2]([F:3])([F:4])[C:5]([OH:6])=[O:7]>>[O:34]=[C:35]([CH2:36][c:37]1[c:38](=[O:63])[n:39]([CH2:56][c:57]2[cH:58][cH:59][cH:60][cH:61][cH:62]2)[c:40]2[cH:41][c:42]([O:47][CH2:48][CH2:49][CH2:50][CH2:51][NH:52][C:53](=[NH:54])[NH2:55])[cH:43][cH:44][c:45]2[cH:46]1)[OH:64]. Starting materials: NC1=C(C=C(C=C1C(N)=O)Cl)NC(=O)C1=CC=C(C=C1)C1CCN(CC1)C(=O)OC(C)(C)C (tert-butyl 4-(4-(2-amino-3-carbamoyl-5-chlorophenylcarbamoyl)phenyl)piperidine-1-carboxylate). The solvent is C(C)(=O)O (acetic acid). Reaction conditions: time 60 minute. Product: ClC=1C=C(C2=C(NC(=N2)C2=CC=C(C=C2)C2CCNCC2)C1)C(=O)N (6-chloro-2-(4-piperidin-4-ylphenyl)-1H-benzimidazole-4-carboxamide). RXN SMILES: [NH2:1][C:2]1[C:7]([C:8](=[O:10])[NH2:9])=[CH:6][C:5]([Cl:11])=[CH:4][C:3]=1[NH:12][C:13]([C:15]1[CH:20]=[CH:19][C:18]([CH:21]2[CH2:26][CH2:25][N:24](C(OC(C)(C)C)=O)[CH2:23][CH2:22]2)=[CH:17][CH:16]=1)=O>C(O)(=O)C>[Cl:11][C:5]1[CH:6]=[C:7]([C:8]([NH2:9])=[O:10])[C:2]2[N:1]=[C:13]([C:15]3[CH:16]=[CH:17][C:18]([CH:21]4[CH2:22][CH2:23][NH:24][CH2:25][CH2:26]4)=[CH:19][CH:20]=3)[NH:12][C:3]=2[CH:4]=1. Reported procedure: A solution of EXAMPLE 74A (60 mg) in acetic acid (5 mL) at reflux was stirred for 60 minutes and concentrated. The concentrate was purified by chromatography on silica gel with 10% methanol/dichloromethane. 1H NMR (DMSO-d6) δ 9.24 (s, 1H), 8.22 (d, J=7.98 Hz, 2H), 7.96 (s, 1H), 7.75-7.84 (m, 2H), 7.46 (d, J=8.29 Hz, 2H), 3.41 (d, J=12.27 Hz, 2H), 2.99-3.08 (m, 2H), 2.96 (t, J=3.53 Hz, 1H), 2.01 (d, J=12.27 Hz, 2H), 1.79-1.90 (m, 2H). Yields the product C(=O)(O)C=1C=C(C=CC1)N1C(=C(C2=CC=CC=C12)CCO)C(=O)O (1-(3-carboxy-phenyl)-3-(2-hydroxyethyl)-1H-indole-2-carboxylic acid). Procedure details: To a suspension of LiBH4 (0.157 g, 7.2 mmol) in anhydrous DME (50 mL) was added a solution of 1-(3-carboxy-phenyl)-3-ethoxycarbonylmethyl-1H-indole-2-carboxylic acid in DME containing 3% methanol (10 mL). The reaction mixture was heated at reflux for 1 h and then allowed to cool to room temperature. The reaction was quenched with 1 N HCl at 0° C. and extracted with EtOAc. The extract was dried over Na2SO4 and concentrated to afford 0.78 g of 1-(3-carboxy-phenyl)-3-(2-hydroxyethyl)-1H-indole-2-ca... RXN SMILES: [Li+].[BH4-].[C:3]([C:6]1[CH:7]=[C:8]([N:12]2[C:20]3[C:15](=[CH:16][CH:17]=[CH:18][CH:19]=3)[C:14]([CH2:21][C:22](OCC)=[O:23])=[C:13]2[C:27]([OH:29])=[O:28])[CH:9]=[CH:10][CH:11]=1)([OH:5])=[O:4]>COCCOC>[C:3]([C:6]1[CH:7]=[C:8]([N:12]2[C:20]3[C:15](=[CH:16][CH:17]=[CH:18][CH:19]=3)[C:14]([CH2:21][CH2:22][OH:23])=[C:13]2[C:27]([OH:29])=[O:28])[CH:9]=[CH:10][CH:11]=1)([OH:5])=[O:4] |f:0.1|. Run in COCCOC (DME), COCCOC (DME). The reactants are [Li+].[BH4-] (LiBH4), C(=O)(O)C=1C=C(C=CC1)N1C(=C(C2=CC=CC=C12)CC(=O)OCC)C(=O)O (1-(3-carboxy-phenyl)-3-ethoxycarbonylmethyl-1H-indole-2-carboxylic acid). The reactants are CN(C=O)C (N,N-dimethylformamide), [N-]=[N+]=[N-].[Na+] (sodium azide), CN(C=O)C (N,N-dimethylformamide), ClCCN1C(=NC=C1)C (1-(2-chloroethyl)-2-methylimidazole), resultant mixture, C([O-])([O-])=O.[K+].[K+] (potassium carbonate). The solvent is O (water). The product is N(=[N+]=[N-])CCN1C(=NC=C1)C (1-(2-azidoethyl)-2-methylimidazole). RXN SMILES: Cl[CH2:2][CH2:3][N:4]1[CH:8]=[CH:7][N:6]=[C:5]1[CH3:9].CN(C)C=O.[N-:15]=[N+:16]=[N-:17].[Na+].C(=O)([O-])[O-].[K+].[K+]>O>[N:15]([CH2:2][CH2:3][N:4]1[CH:8]=[CH:7][N:6]=[C:5]1[CH3:9])=[N+:16]=[N-:17] |f:2.3,4.5.6|. Reported procedure: To a solution of 8 parts of 1-(2-chloroethyl)-2-methylimidazole (U.S. Pat. No. 3,882,136) in 200 parts of N,N-dimethylformamide is added a slurry of 5 parts of sodium azide in 100 parts of N,N-dimethylformamide. The resultant mixture is stirred for 2 hours at approximately 65°, then cooled and thereupon diluted with 600 parts of water. Sufficient potassium carbonate is added to insure basicity. The mixture thus obtained is extracted with chloroform. The chloroform extract is dried over anhydrous... The reactants are NC1=C(C#N)C=CC=C1OC (2-amino-3-methoxybenzonitrile), B(Br)(Br)Br (BBr3). The solvent is C(Cl)Cl (CH2Cl2), C(Cl)Cl (CH2Cl2). Reaction conditions: temperature -78 celsius, time 30 minute. The product is NC1=C(C#N)C=CC=C1O (2-Amino-3-hydroxybenzonitrile). Reaction SMILES: [NH2:1][C:2]1[C:9]([O:10]C)=[CH:8][CH:7]=[CH:6][C:3]=1[C:4]#[N:5].B(Br)(Br)Br>C(Cl)Cl>[NH2:1][C:2]1[C:9]([OH:10])=[CH:8][CH:7]=[CH:6][C:3]=1[C:4]#[N:5]. Reported procedure: To a solution of 2-amino-3-methoxybenzonitrile (Example 127b) (0.98 g, 6.59 mmol) in CH2Cl2 (25.0 mL), a solution of BBr3 in CH2Cl2 (1.0M, 19.8 mL, 19.77 mmol) was added drop wise at −78° C. under a nitrogen atmosphere. The obtained mixture was stirred at −78° C. for 30 min, and then at room temperature overnight. The reaction was quenched with water, basified with saturated aqueous NaHCO3 (pH˜8) and extracted with CH2Cl2. The combined extract was dried with MgSO4, filtered and evaporated. The t... The reactants are CCOC(=O)C1CCCCN1, S=C(Cl)Cl. The product is CCOC(=O)C1CCCCN1C(=S)Cl. RXN SMILES: [CH2:1]([CH3:2])[O:3][C:4](=[O:5])[CH:6]1[NH:7][CH2:8][CH2:9][CH2:10][CH2:11]1.[Cl:12][C:13]([Cl:14])=[S:15]>>[CH2:1]([CH3:2])[O:3][C:4](=[O:5])[CH:6]1[N:7]([C:13]([Cl:12])=[S:15])[CH2:8][CH2:9][CH2:10][CH2:11]1.